Dataset: the Open Reaction Database (ORD), a public repository of structured organic reaction records. Task: describe an organic reaction: reactants, conditions, products, and yield The reactants are Compound 1, [OH-].[K+].N[C@@H](CCCNC(N)=N)C(=O)O (L-arginine potassium hydroxide). Run in C(C)O (ethanol). Reaction conditions: temperature 50 celsius. The product is N[C@@H](CCCNC(N)=N)C(=O)O (L-arginine), Compound 1. Reaction SMILES: [OH-].[K+].[NH2:3][C@H:4]([C:12]([OH:14])=[O:13])[CH2:5][CH2:6][CH2:7][NH:8][C:9](=[NH:11])[NH2:10]>C(O)C>[NH2:3][C@H:4]([C:12]([OH:14])=[O:13])[CH2:5][CH2:6][CH2:7][NH:8][C:9](=[NH:10])[NH2:11] |f:0.1.2|. Procedure: 20 mg of Compound 1 in 100 μl of ethanol was added to one molar equivalent of L-arginine potassium hydroxide and then heated to 50° C. for approximately 10-12 hours to assist with the dissolution of the base. The L-arginine salt of Compound 1 was isolated by filtration under vacuum. Starting materials: [OH-].[Na+] (NaOH), CO (CH3OH), [OH-].[Na+] (NaOH), OS(=O)(=O)O (H2SO4), CC1=[N+](C=C(C=C1C)C)[O-] (2,3,5-trimethyl-pyridine-N-oxide), OS(=O)(=O)O (H2SO4), OS(=O)(=O)O (H2SO4), [N+](=O)(O)[O-] (HNO3), [OH-].[Na+] (NaOH). The solvent is O (water), O (water), C(Cl)Cl (CH2Cl2). Conditions: temperature 30 celsius, time 1.5 hour. Yields the product CC1=[N+](C=C(C(=C1C)OC)C)[O-] (2,3,5-trimethyl-4-methoxy-pyridine-N-oxide). Reaction SMILES: [CH3:1][C:2]1[C:7]([CH3:8])=[CH:6][C:5]([CH3:9])=[CH:4][N+:3]=1[O-:10].OS(O)(=O)=O.[N+]([O-])(O)=O.[OH-:20].[Na+].[CH3:22]O>O.C(Cl)Cl>[CH3:1][C:2]1[C:7]([CH3:8])=[C:6]([O:20][CH3:22])[C:5]([CH3:9])=[CH:4][N+:3]=1[O-:10] |f:3.4|. Procedure details: 2,3,5-trimethyl-pyridine-N-oxide (1457 g, 10 moles) was dissolved in conc. H2SO4 (1200 ml, 22.08 moles) in a 50 liters reaction vessel. A nitration solution (1750 ml, 32.2 moles conc. H2SO4 and 2065 ml, 29.84 moles 65% HNO3) was added at 90° C. during 1 hour. The solution was stirred at 90° for 1.5 hours and thereafter cooled to 30° C. The pH of the reaction mixture was then adjusted by adding 10M NaOH (11.65 liters, 116.5 moles) during cooling with water so that the temperature was kept below 4...